From a dataset of the Open Reaction Database (ORD), a public repository of structured organic reaction records. describe an organic reaction: reactants, conditions, products, and yield The reactants are N1(CCNCC1)C=1C=CC=2N(N1)C(=NN2)C(F)(F)F (6-(piperazin-1-yl)-3-(trifluoromethyl)-[1,2,4]triazolo[4,3-b]pyridazine), FC=1C=C(C=O)C=CC1 (3-fluorobenzaldehyde). Product: FC=1C=C(C=CC1)CN1CCN(CC1)C=1C=CC=2N(N1)C(=NN2)C(F)(F)F (6-[4-[(3-fluorophenyl)methyl]piperazin-1-yl]-3-(trifluoromethyl)-[1,2,4]triazolo[4,3-b]pyridazine). RXN SMILES: [N:1]1([C:7]2[CH:8]=[CH:9][C:10]3[N:11]([C:13]([C:16]([F:19])([F:18])[F:17])=[N:14][N:15]=3)[N:12]=2)[CH2:6][CH2:5][NH:4][CH2:3][CH2:2]1.[F:20][C:21]1[CH:22]=[C:23]([CH:26]=[CH:27][CH:28]=1)[CH:24]=O>>[F:20][C:21]1[CH:22]=[C:23]([CH2:24][N:4]2[CH2:3][CH2:2][N:1]([C:7]3[CH:8]=[CH:9][C:10]4[N:11]([C:13]([C:16]([F:17])([F:18])[F:19])=[N:14][N:15]=4)[N:12]=3)[CH2:6][CH2:5]2)[CH:26]=[CH:27][CH:28]=1. Procedure details: Reductive amination of 6-(piperazin-1-yl)-3-(trifluoromethyl)-[1,2,4]triazolo[4,3-b]pyridazine with 3-fluorobenzaldehyde was carried out according to General Synthetic Method 5. The crude product was purified by hplc using a Waters XBridge Prep C18 OBD column (5μ silica, 21 mm diameter, 100 mm length) eluted with decreasingly polar mixtures of water (containing 0.05% aqueous ammonia) and acetonitrile as eluents to give 6-[4-[(3-fluorophenyl)methyl]piperazin-1-yl]-3-(trifluoromethyl)-[1,2,4]triaz...